Task: describe an organic reaction: reactants, conditions, products, and yield. Dataset: the Open Reaction Database (ORD), a public repository of structured organic reaction records Reactants: BrN1C(CCC1=O)=O (N-bromosuccinimide), C(C1=CC=CC=C1)(=O)OOC(C1=CC=CC=C1)=O (benzoyl peroxide), C(C)OC(\C=C(/C)\OC1=CC(=CC=C1)Br)=O ((E)-3-(3-bromo-phenoxy)-but-2-enoic acid ethyl ester). Solvent: C(Cl)(Cl)(Cl)Cl (carbon tetrachloride). Yields the product C(C)OC(\C=C(/CBr)\OC1=CC(=CC=C1)Br)=O ((E)-4-bromo-3-(3-bromo-phenoxy)-but-2-enoic acid ethyl ester). The yield is 31.6%. Reaction SMILES: [CH2:1]([O:3][C:4](=[O:16])/[CH:5]=[C:6](/[O:8][C:9]1[CH:14]=[CH:13][CH:12]=[C:11]([Br:15])[CH:10]=1)\[CH3:7])[CH3:2].[Br:17]N1C(=O)CCC1=O.C(OOC(=O)C1C=CC=CC=1)(=O)C1C=CC=CC=1>C(Cl)(Cl)(Cl)Cl>[CH2:1]([O:3][C:4](=[O:16])/[CH:5]=[C:6](/[O:8][C:9]1[CH:14]=[CH:13][CH:12]=[C:11]([Br:15])[CH:10]=1)\[CH2:7][Br:17])[CH3:2]. Procedure details: To a stirred mixture of (E)-3-(3-bromo-phenoxy)-but-2-enoic acid ethyl ester (5.80 g, 0.020 mol) in carbon tetrachloride (30 mL) under a nitrogen atmosphere was added N-bromosuccinimide (5.51 g, 0.031 mol) and benzoyl peroxide (500 mg, 0.002 mol). Nitrogen gas was bubbled through the mixture for 5 min, and the resulting mixture was heated to reflux for 4 h. The reaction mixture was then placed in the refrigerator overnight. The solids formed were removed by filtration and the filtrate concentrat... Yields the product C(#C)C1=NN(C(=N1)N1CCCC1)CC1=CC=C(C=C1)OC (3-ethynyl-1-(4-methoxy-benzyl)-5-pyrrolidin-1-yl-1H-[1,2,4]triazole). Yield: 109.7%. Reaction SMILES: [CH3:1][O:2][C:3]1[CH:25]=[CH:24][C:6]([CH2:7][N:8]2[C:12]([N:13]3[CH2:17][CH2:16][CH2:15][CH2:14]3)=[N:11][C:10]([C:18]#[C:19][Si](C)(C)C)=[N:9]2)=[CH:5][CH:4]=1.[OH-].[Na+]>CO.C(OCC)(=O)C>[C:18]([C:10]1[N:11]=[C:12]([N:13]2[CH2:17][CH2:16][CH2:15][CH2:14]2)[N:8]([CH2:7][C:6]2[CH:5]=[CH:4][C:3]([O:2][CH3:1])=[CH:25][CH:24]=2)[N:9]=1)#[CH:19] |f:1.2|. Reported procedure: A mixture of 1-(4-methoxybenzyl)-5-(pyrrolidin-1-yl)-3-((trimethylsilyl)ethynyl)-1H-1,2,4-triazole (95 mg, 268 μmol, Eq: 1.00) and sodium hydroxide sol. 1N (0.1 ml) in methanol (3 ml) was stirred for 18 hours at 25° C. The mixture was diluted with ethyl acetate and washed with water, the organic layer was separated, dried over magnesium sulfate, filtrated and evaporated affording 3-ethynyl-1-(4-methoxy-benzyl)-5-pyrrolidin-1-yl-1H-[1,2,4]triazole (83 mg/110%) as a yellow oil. MS: m/e=283.4 (M+H+... Conditions: temperature 25 celsius, time 18 hour. Starting materials: COC1=CC=C(CN2N=C(N=C2N2CCCC2)C#C[Si](C)(C)C)C=C1 (1-(4-methoxybenzyl)-5-(pyrrolidin-1-yl)-3-((trimethylsilyl)ethynyl)-1H-1,2,4-triazole), [OH-].[Na+] (sodium hydroxide). Run in CO (methanol), C(C)(=O)OCC (ethyl acetate). Reactants: C(=O)[O-].[NH4+] (ammonium formate), C(C)(C)(C)OC(NCCC1=CC=C(C=C1)OCC\C=C\C1=CC(=C(C=C1)OCC1=CC=CC=C1)[C@H](CCN(C(C)C)C(C)C)C1=CC=CC=C1)=O (tert-butyl[2-(4-{[(3E)-4-{4-(benzyloxy)-3-[(1R)-3-(diisopropylamino)-1-phenylpropyl]phenyl}but-3-en-1-yl]oxy}phenyl)ethyl]carbamate). Reagents/catalysts: [OH-].[Pd+2].[OH-] (palladium hydroxide). The solvent is C(C)O (ethanol). Run at temperature 80 celsius, time 1 hour. The product is N (ammonia), C(C)(C)(C)OC(NCCC1=CC=C(C=C1)OCCCCC1=CC(=C(C=C1)O)[C@H](CCN(C(C)C)C(C)C)C1=CC=CC=C1)=O (tert-Butyl{2-[4-(4-{3-[(1R)-3-(diisopropylamino)-1-phenylpropyl]-4-hydroxyphenyl}butoxy)phenyl]ethyl}carbamate). Reaction SMILES: [C:1]([O:5][C:6](=[O:51])[NH:7][CH2:8][CH2:9][C:10]1[CH:15]=[CH:14][C:13]([O:16][CH2:17][CH2:18]/[CH:19]=[CH:20]/[C:21]2[CH:26]=[CH:25][C:24]([O:27]CC3C=CC=CC=3)=[C:23]([C@@H:35]([C:45]3[CH:50]=[CH:49][CH:48]=[CH:47][CH:46]=3)[CH2:36][CH2:37][N:38]([CH:42]([CH3:44])[CH3:43])[CH:39]([CH3:41])[CH3:40])[CH:22]=2)=[CH:12][CH:11]=1)([CH3:4])([CH3:3])[CH3:2].C([O-])=O.[NH4+]>C(O)C.[OH-].[Pd+2].[OH-]>[NH3:7].[C:1]([O:5][C:6](=[O:51])[NH:7][CH2:8][CH2:9][C:10]1[CH:11]=[CH:12][C:13]([O:16][CH2:17][CH2:18][CH2:19][CH2:20][C:21]2[CH:26]=[CH:25][C:24]([OH:27])=[C:23]([C@@H:35]([C:45]3[CH:46]=[CH:47][CH:48]=[CH:49][CH:50]=3)[CH2:36][CH2:37][N:38]([CH:42]([CH3:43])[CH3:44])[CH:39]([CH3:40])[CH3:41])[CH:22]=2)=[CH:14][CH:15]=1)([CH3:2])([CH3:3])[CH3:4] |f:1.2,4.5.6|. Procedure details: tert-butyl[2-(4-{[(3E)-4-{4-(benzyloxy)-3-[(1R)-3-(diisopropylamino)-1-phenylpropyl]phenyl}but-3-en-1-yl]oxy}phenyl)ethyl]carbamate (Preparation 11, 725 mg, 1.05 mmol) was dissolved in ethanol (10 ml), palladium hydroxide (20% by weight on carbon, 181 mg, 0.25 mmol) then ammonium formate (529 mg, 8.39 mmol) was added and heated to 80° C. for 5 minutes then stirred at 75° C. for 1 hour. Reaction was cooled to room temperature and the mixture was filtered through Arbocel™ and the solvent removed i... The reactants are COC(=O)C(C)Oc1ccc(OC(C)=O)cc1, CO. Yields the product COC(=O)C(C)Oc1ccc(O)cc1. Reaction SMILES: [C:1](=[O:2])([CH3:3])[O:4][c:5]1[cH:6][cH:7][c:8]([O:9][CH:10]([C:11](=[O:12])[O:13][CH3:14])[CH3:15])[cH:16][cH:17]1.[CH3:18][OH:19]>>[OH:4][c:5]1[cH:6][cH:7][c:8]([O:9][CH:10]([C:11](=[O:12])[O:13][CH3:14])[CH3:15])[cH:16][cH:17]1. The reactants are O (water), C(CCC)OC(=O)COC1=CC=C(C=C1[N+](=O)[O-])C=1C(N(C(=CN1)C(F)(F)F)C)=O (3-[4-(butoxycarbonylmethoxy)-5-nitrophenyl]-1-methyl-6-trifluoromethyl-2-oxo-1,2-dihydropyrazine), [H][H] (hydrogen), C(C)(=O)O (acetic acid). The reagents and catalysts are [Pd] (palladium/carbon). Run in C(C)(=O)OCC (ethyl acetate). Conditions: time 2 hour. The product is O=C1COC2=C(N1)C=C(C=C2)C=2C(N(C(=CN2)C(F)(F)F)C)=O (3-(3-oxo-2H-1,4-benzoxazin-6-yl)-1-methyl-6-trifluoromethyl-2-oxo-1,2-dihydropyrazine). Yield: 47.5%. Reaction SMILES: C(O[C:6]([CH2:8][O:9][C:10]1[C:15]([N+:16]([O-])=O)=[CH:14][C:13]([C:19]2[C:20](=[O:30])[N:21]([CH3:29])[C:22]([C:25]([F:28])([F:27])[F:26])=[CH:23][N:24]=2)=[CH:12][CH:11]=1)=[O:7])CCC.[H][H].C(O)(=O)C.O>C(OCC)(=O)C.[Pd]>[O:7]=[C:6]1[NH:16][C:15]2[CH:14]=[C:13]([C:19]3[C:20](=[O:30])[N:21]([CH3:29])[C:22]([C:25]([F:26])([F:27])[F:28])=[CH:23][N:24]=3)[CH:12]=[CH:11][C:10]=2[O:9][CH2:8]1. Procedure: Then, 0.24 g of 10% palladium/carbon was added to a solution of 1.25 g of 3-[4-(butoxycarbonylmethoxy)-5-nitrophenyl]-1-methyl-6-trifluoromethyl-2-oxo-1,2-dihydropyrazine in 36 ml of ethyl acetate under an atmosphere of nitrogen, which was then replaced with hydrogen under a pressure of 1 atm., and the mixture was stirred at room temperature for 2 hours. After completion of the reaction, the reaction mixture was filtered through celite and concentrated. To the crude product obtained was added 2.... The reactants are COC(=O)C1=NC=CC2=C1N=CN2C2=CC=C(C=C2)[N+](=O)[O-] (1-(4-nitrophenyl)-1H-imidazo[4,5-c]pyridine-4-carboxylic acid methyl ester), CN(CCN)C (N,N-dimethylethylenediamine). Run in CO (methanol). Reaction conditions: time 2 hour. The product is CN(CCNC(=O)C1=NC=CC2=C1N=CN2C2=CC=C(C=C2)[N+](=O)[O-])C (1-(4-nitrophenyl)-1H-imidazo[4,5-c]pyridine-4-carboxylic acid (2-(dimethylamino)ethyl)amide). The yield is 51.0%. RXN SMILES: CO[C:3]([C:5]1[C:10]2[N:11]=[CH:12][N:13]([C:14]3[CH:19]=[CH:18][C:17]([N+:20]([O-:22])=[O:21])=[CH:16][CH:15]=3)[C:9]=2[CH:8]=[CH:7][N:6]=1)=[O:4].[CH3:23][N:24]([CH3:28])[CH2:25][CH2:26][NH2:27]>CO>[CH3:23][N:24]([CH3:28])[CH2:25][CH2:26][NH:27][C:3]([C:5]1[C:10]2[N:11]=[CH:12][N:13]([C:14]3[CH:19]=[CH:18][C:17]([N+:20]([O-:22])=[O:21])=[CH:16][CH:15]=3)[C:9]=2[CH:8]=[CH:7][N:6]=1)=[O:4]. Procedure details: In 5 mL of methanol, 11 mg (0.037 mmol) of 1-(4-nitrophenyl)-1H-imidazo[4,5-c]pyridine-4-carboxylic acid methyl ester prepared in Step B was dissolved, and 100 μL of N,N-dimethylethylenediamine was added thereto and the solution was refluxed under heating with stirring for two hours. The solvent was distilled under reduced pressure, and the residue was separated by Megabond Elute Silica Gel (1 g, dichloromethane:methanol=30:1 to 4:1) to obtain 7.3 mg (51%) of 1-(4-nitrophenyl)-1H-imidazo[4,5-c]p... Starting materials: Cl, Cl, Cl, NC1CCC(CCN2CCN(c3nccc4c3OCC4)CC2)CC1, O=C(O)C1(O)CCC1. Yields the product O=C(NC1CCC(CCN2CCN(c3nccc4c3OCC4)CC2)CC1)C1(O)CCC1. RXN SMILES: [ClH:1].[ClH:2].[ClH:3].[O:4]1[CH2:5][CH2:6][c:7]2[c:8]1[c:9]([N:13]1[CH2:14][CH2:15][N:16]([CH2:19][CH2:20][CH:21]3[CH2:22][CH2:23][CH:24]([NH2:27])[CH2:25][CH2:26]3)[CH2:17][CH2:18]1)[n:10][cH:11][cH:12]2.[OH:28][C:29]1([C:33](=[O:34])[OH:35])[CH2:30][CH2:31][CH2:32]1>>[O:4]1[CH2:5][CH2:6][c:7]2[c:8]1[c:9]([N:13]1[CH2:14][CH2:15][N:16]([CH2:19][CH2:20][CH:21]3[CH2:22][CH2:23][CH:24]([NH:27][C:33]([C:29]4([OH:28])[CH2:30][CH2:31][CH2:32]4)=[O:34])[CH2:25][CH2:26]3)[CH2:17][CH2:18]1)[n:10][cH:11][cH:12]2.